Dataset: the Open Reaction Database (ORD), a public repository of structured organic reaction records. Task: describe an organic reaction: reactants, conditions, products, and yield The reactants are [H-].[Al+3].[Li+].[H-].[H-].[H-] (lithium aluminum hydride), C(C=C)C(C#N)C1=CC=C(C=C1)OC ((±)-2-allyl-2-(4-methoxyphenyl)acetonitrile), [H-].[H-].[H-].[H-].[Li+].[Al+3] (LiAlH4), O (H2O). Solvent: C(C)OCC (diethyl ether), C(C)OCC (diethyl ether). Yields the product C(C=C)C(CN)C1=CC=C(C=C1)OC ((±)-2-Allyl-2-(4-methoxyphenyl)ethylamine). Yield: 89.6%. As a reaction SMILES: [CH2:1]([CH:4]([C:7]1[CH:12]=[CH:11][C:10]([O:13][CH3:14])=[CH:9][CH:8]=1)[C:5]#[N:6])[CH:2]=[CH2:3].[H-].[Al+3].[Li+].[H-].[H-].[H-].O>C(OCC)C>[CH2:1]([CH:4]([C:7]1[CH:12]=[CH:11][C:10]([O:13][CH3:14])=[CH:9][CH:8]=1)[CH2:5][NH2:6])[CH:2]=[CH2:3] |f:1.2.3.4.5.6|. Procedure: A solution of (±)-2-allyl-2-(4-methoxyphenyl)acetonitrile (159.7 g., 0.852 mole) in diethyl ether (200 ml.) was added dropwise during 20 minutes to a stirred, slowly refluxing mixture of lithium aluminum hydride (LiAlH4, 42.2 g., 1.11 moles) in diethyl ether (800 ml.). The mixture was refluxed for an additional 1.25 hours and then cooled in an ice-H2O bath. The excess LiAlH4 was decomposed by the slow dropwise addition of H2O until gaseous evolution ceased, and a granular precipitate formed. The... Procedure: Prepared from 3-bromo-6-chloroimidazo[1,2-b]pyridazine and 3-morpholinopropylamine according to general procedure 1 providing the amino compound (1.30 g, 59%) as an orange oil; Rf=0.66 (CH2Cl2/MeOH/NH4OH, 160:18:2); 1H NMR (500 MHz, CD3OD) δ 7.54 (d, J=9.7 Hz, 1H), 7.39 (s, 1H), 6.47 (d, J=9.7 Hz, 1H), 3.71-3.69 (m, 4H), 3.42 (t, J=6.9 Hz, 2H), 2.51-2.48 (m, 6H), 1.92-1.89 (m, 2H); ES-MS: (M+H)=340, 342 m/z. The product is BrC1=CN=C2N1N=C(C=C2)NCCCN2CCOCC2 (3-Bromo-N-(3-morpholinopropyl)imidazo[1,2-b]pyridazin-6-amine). The reactants are BrC1=CN=C2N1N=C(C=C2)Cl (3-bromo-6-chloroimidazo[1,2-b]pyridazine), O1CCN(CC1)CCCN (3-morpholinopropylamine), amino, C(Cl)Cl.CO.[NH4+].[OH-] (CH2Cl2 MeOH NH4OH). RXN SMILES: [Br:1][C:2]1[N:6]2[N:7]=[C:8](Cl)[CH:9]=[CH:10][C:5]2=[N:4][CH:3]=1.[O:12]1[CH2:17][CH2:16][N:15]([CH2:18][CH2:19][CH2:20][NH2:21])[CH2:14][CH2:13]1.C(Cl)Cl.CO.[NH4+].[OH-]>>[Br:1][C:2]1[N:6]2[N:7]=[C:8]([NH:21][CH2:20][CH2:19][CH2:18][N:15]3[CH2:16][CH2:17][O:12][CH2:13][CH2:14]3)[CH:9]=[CH:10][C:5]2=[N:4][CH:3]=1 |f:2.3.4.5|. Starting materials: C1(=CC=CC=C1)OC(NC1=C(C=C(C=C1C)Cl)C)=O (phenyl-N-(4-chloro2,6-dimethylphenyl)carbamate), CC(CCNCC1=CC=C(C=C1)CCCC)(C)C (N-[3,3-dimethylbutyl]-4-n-butylbenzenemethanamine). The solvent is C1(=CC=CC=C1)C (toluene). Product: C(CCC)C1=CC=C(C=C1)CN(C(=O)NC1=C(C=C(C=C1C)Cl)C)CCC(C)(C)C (1-[(4-butylphenyl)methyl]-1-[3,3-dimethylbutyl]-3-[4-chloro-2,6-dimethylphenyl]urea). Reaction SMILES: C1(O[C:8](=[O:19])[NH:9][C:10]2[C:15]([CH3:16])=[CH:14][C:13]([Cl:17])=[CH:12][C:11]=2[CH3:18])C=CC=CC=1.[CH3:20][C:21]([CH3:37])([CH3:36])[CH2:22][CH2:23][NH:24][CH2:25][C:26]1[CH:31]=[CH:30][C:29]([CH2:32][CH2:33][CH2:34][CH3:35])=[CH:28][CH:27]=1>C1(C)C=CC=CC=1>[CH2:32]([C:29]1[CH:28]=[CH:27][C:26]([CH2:25][N:24]([CH2:23][CH2:22][C:21]([CH3:20])([CH3:37])[CH3:36])[C:8]([NH:9][C:10]2[C:11]([CH3:18])=[CH:12][C:13]([Cl:17])=[CH:14][C:15]=2[CH3:16])=[O:19])=[CH:31][CH:30]=1)[CH2:33][CH2:34][CH3:35]. Reported procedure: A solution of 825 mg of phenyl-N-(4-chloro2,6-dimethylphenyl)carbamate and 740 mg of N-[3,3-dimethylbutyl]-4-n-butylbenzenemethanamine in 40 ml of toluene was refluxed for 1 hour, cooled, and the solution was washed with 1N sodium hydroxide, brine, dried, and evaporated to dryness to yield a solid. The solid was recrystallized from hexane to yield 1-[(4-butylphenyl)methyl]-1-[3,3-dimethylbutyl]-3-[4-chloro-2,6-dimethylphenyl]urea as a white solid, mp 138°-139° C. Starting materials: CN(C)C(=O)c1coc(C(CCCC2CCCCC2)CC(=O)NOCc2ccccc2)n1, CCO, [H][H], [Pd]. Yields the product CN(C)C(=O)c1coc(C(CCCC2CCCCC2)CC(=O)NO)n1. As a reaction SMILES: [CH2:1]([c:2]1[cH:3][cH:4][cH:5][cH:6][cH:7]1)[O:8][NH:9][C:10]([CH2:11][CH:12]([CH2:13][CH2:14][CH2:15][CH:16]1[CH2:17][CH2:18][CH2:19][CH2:20][CH2:21]1)[c:22]1[o:23][cH:24][c:25]([C:27](=[O:28])[N:29]([CH3:30])[CH3:31])[n:26]1)=[O:32].[CH3:35][CH2:36][OH:37].[H:33][H:34].[Pd:38]>>[OH:8][NH:9][C:10]([CH2:11][CH:12]([CH2:13][CH2:14][CH2:15][CH:16]1[CH2:17][CH2:18][CH2:19][CH2:20][CH2:21]1)[c:22]1[o:23][cH:24][c:25]([C:27](=[O:28])[N:29]([CH3:30])[CH3:31])[n:26]1)=[O:32]. The reactants are FC1=C(C(=O)C=2N(C=CC2)N2C(C=3C(C2=O)=CC=CC3)=O)C=CC=C1 (2-(2-fluorobenzoyl)-1-phthalimidopyrrole), CN (methylamine). Solvent: CN(C)C=O (DMF), O (water). Reaction conditions: time 1 hour. The product is NN1C(=CC=C1)C(C1=C(C=CC=C1)F)=O (1-Amino-2-(2-fluorobenzoyl)pyrrole). The yield is 63.5%. Reaction SMILES: [F:1][C:2]1[CH:25]=[CH:24][CH:23]=[CH:22][C:3]=1[C:4]([C:6]1[N:7]([N:11]2C(=O)C3=CC=CC=C3C2=O)[CH:8]=[CH:9][CH:10]=1)=[O:5].CN>CN(C=O)C.O>[NH2:11][N:7]1[CH:8]=[CH:9][CH:10]=[C:6]1[C:4](=[O:5])[C:3]1[CH:22]=[CH:23][CH:24]=[CH:25][C:2]=1[F:1]. Reported procedure: To a suspension of 2-(2-fluorobenzoyl)-1-phthalimidopyrrole (12.5 g, 27 mmole) in 40 ml DMF was added 40 ml methylamine (40% solution in water). After stirring one hour at ambient temperature, the reaction mixture was diluted with water and extracted with ether. The organic extract was washed with water and with saturated NaCl solution, dried over anhydrous MgSO4, filtered and evaporated to 9 L g oil, half of which was purified by Kugelrohr distillation (120°-130° at 0.2 mm Hg) to give 3.5 g (93... The reactants are CCOC(=O)CBr, [H-], [Na+], CN(C)C=O, O=C1CCN(c2ccc(CC3SC(=O)NC3=O)cc2)CC1, O. Yields the product CCOC(=O)CN1C(=O)SC(Cc2ccc(N3CCC(=O)CC3)cc2)C1=O. Reaction SMILES: [Br:29][CH2:30][C:31](=[O:32])[O:33][CH2:34][CH3:35].[H-:1].[Na+:2].[O:24]=[CH:25][N:26]([CH3:27])[CH3:28].[O:3]=[C:4]1[CH2:5][CH2:6][N:7]([c:10]2[cH:11][cH:12][c:13]([CH2:14][CH:15]3[C:16](=[O:21])[NH:17][C:18](=[O:20])[S:19]3)[cH:22][cH:23]2)[CH2:8][CH2:9]1.[OH2:36]>>[O:3]=[C:4]1[CH2:5][CH2:6][N:7]([c:10]2[cH:11][cH:12][c:13]([CH2:14][CH:15]3[C:16](=[O:21])[N:17]([CH2:30][C:31](=[O:32])[O:33][CH2:34][CH3:35])[C:18](=[O:20])[S:19]3)[cH:22][cH:23]2)[CH2:8][CH2:9]1. The reactants are COc1ccccc1COCCCOc1ccc(C2C(OCc3cc(OC)c4ccccc4c3)CN(C(=O)OC(C)(C)C)CC2OCC(O)COS(=O)(=O)c2ccc(C)cc2)cc1, [Na+], [OH-], O. Yields the product COc1ccccc1COCCCOc1ccc(C2C(OCc3cc(OC)c4ccccc4c3)CN(C(=O)OC(C)(C)C)CC2OCC2CO2)cc1. Reaction SMILES: [C:1]([CH3:2])([CH3:3])([CH3:4])[O:5][C:6](=[O:7])[N:8]1[CH2:9][CH:10]([O:48][CH2:49][CH:50]([CH2:51][O:52][S:53]([c:54]2[cH:55][cH:56][c:57]([CH3:58])[cH:59][cH:60]2)(=[O:61])=[O:62])[OH:63])[CH:11]([c:28]2[cH:29][cH:30][c:31]([O:34][CH2:35][CH2:36][CH2:37][O:38][CH2:39][c:40]3[c:41]([O:46][CH3:47])[cH:42][cH:43][cH:44][cH:45]3)[cH:32][cH:33]2)[CH:12]([O:14][CH2:15][c:16]2[cH:17][c:18]3[cH:19][cH:20][cH:21][cH:22][c:23]3[c:24]([O:26][CH3:27])[cH:25]2)[CH2:13]1.[Na+:65].[OH-:64].[OH2:66]>>[C:1]([CH3:2])([CH3:3])([CH3:4])[O:5][C:6](=[O:7])[N:8]1[CH2:9][CH:10]([O:48][CH2:49][CH:50]2[CH2:51][O:63]2)[CH:11]([c:28]2[cH:29][cH:30][c:31]([O:34][CH2:35][CH2:36][CH2:37][O:38][CH2:39][c:40]3[c:41]([O:46][CH3:47])[cH:42][cH:43][cH:44][cH:45]3)[cH:32][cH:33]2)[CH:12]([O:14][CH2:15][c:16]2[cH:17][c:18]3[cH:19][cH:20][cH:21][cH:22][c:23]3[c:24]([O:26][CH3:27])[cH:25]2)[CH2:13]1.